The task is: describe an organic reaction: reactants, conditions, products, and yield. This data is from the Open Reaction Database (ORD), a public repository of structured organic reaction records. Reactants: C=COCCCC (n-butyl vinyl ether), O=S(=O)(Oc1ccccc1)C(F)(F)F. The reagents and catalysts are C1=C\CC/C=C\CC/1.C1=C\CC/C=C\CC/1.[Ni], CCN(CC)CC (triethylamine), FC(F)(F)c1ccc(N2CP(c3ccccc3)CN(c3ccc(C(F)(F)F)cc3)CP(c3ccccc3)C2)cc1. Solvent: Cc1ccccc1. Conditions: temperature 85 celsius, time 16 hour. Product: COc1cc(OC)cc(OC)c1 (1,3,5-trimethoxybenzene), C=C(OCCCC)c1ccccc1 (Branched), Biphenyl, CCCCO/C=C/c1ccccc1 (Trans linear), CCCCO/C=C\c1ccccc1 (Cis linear). Starting materials: COc1ccccc1Br, Cn1ccc2c(C=O)cccc21, [Mg], C1CCOC1. Yields the product COc1ccccc1C(O)c1cccc2c1ccn2C. Reaction SMILES: [Br:14][c:15]1[c:16]([O:21][CH3:22])[cH:17][cH:18][cH:19][cH:20]1.[CH3:1][n:2]1[cH:3][cH:4][c:5]2[c:6]([CH:11]=[O:12])[cH:7][cH:8][cH:9][c:10]12.[Mg:13].[O:23]1[CH2:24][CH2:25][CH2:26][CH2:27]1>>[CH3:1][n:2]1[cH:3][cH:4][c:5]2[c:6]([CH:11]([OH:12])[c:15]3[c:16]([O:21][CH3:22])[cH:17][cH:18][cH:19][cH:20]3)[cH:7][cH:8][cH:9][c:10]12. Reactants: N(=[N+]=[N-])C[C@H](O[Si](C)(C)C(C)(C)C)C1=C2C=CC(NC2=C(C=C1)OCC1=CC=CC=C1)=O ((R)-5-[2-Azido-1-[(tert-butyldimethylsilyl)oxy]ethyl]-8-(benzyloxy)quinolin-2(1H)-one), C(C1=CC=CC=C1)OC1=C(C=C(C=C1)[C@H](CBr)O)CO[Si](C)(C)C(C)(C)C ((R)-1-[4-(Benzyloxy)-3-[[(tert-butyldimethylsilyl)oxy]methyl]phenyl]-2-bromoethanol), C22H31N3NaO3Si. The product is N(=[N+]=[N-])C[C@H](O)C1=CC(=C(C=C1)OCC1=CC=CC=C1)CO[Si](C)(C)C(C)(C)C ((R)-2-Azido-1-[4-(benzyloxy)-3-[[(tert-butyldimethylsilyl)oxy]methyl]phenyl]ethanol). Reaction SMILES: [N:1]([CH2:4][C@@H:5]([C:14]1[CH:23]=[CH:22][C:21]([O:24][CH2:25][C:26]2[CH:31]=[CH:30][CH:29]=[CH:28][CH:27]=2)=[C:20]2[C:15]=1C=CC(=O)N2)[O:6][Si](C(C)(C)C)(C)C)=[N+:2]=[N-:3].C(OC1C=CC([C@@H](O)CBr)=CC=1[CH2:51][O:52][Si:53]([C:56]([CH3:59])([CH3:58])[CH3:57])([CH3:55])[CH3:54])C1C=CC=CC=1>>[N:1]([CH2:4][C@@H:5]([C:14]1[CH:23]=[CH:22][C:21]([O:24][CH2:25][C:26]2[CH:27]=[CH:28][CH:29]=[CH:30][CH:31]=2)=[C:20]([CH2:51][O:52][Si:53]([C:56]([CH3:59])([CH3:58])[CH3:57])([CH3:55])[CH3:54])[CH:15]=1)[OH:6])=[N+:2]=[N-:3]. Procedure: The title compound was synthesized in a manner analogous to that described for Intermediate 1, using Intermediate 5 in place of (R)-8-(benzyloxy)-5-[2-bromo-1-[(tert-butyldimethylsilyl)oxy]ethyl]quinolin-2(1H)-one. ES/MS calcd. for C22H31N3NaO3Si+ 436.2. found m/z=436.2 (M+Na)+. Reactants: C(C)(=O)C=1C=C(NC1)\C=C\1/C(NC2=CC=C(C(=C12)C#C[C@H]1NCCC1)F)=O ((S)-(Z)-3-[(4-Acetyl-1H-pyrrol-2-yl)methylene]-1,3-dihydro-5-fluoro-4-[(pyrrolidin-2-yl)ethynyl]-2H-indol-2-one), Cl (HCl). Run in O1CCOCC1 (dioxane). RXN SMILES: [C:1]([C:4]1[CH:5]=[C:6](/[CH:9]=[C:10]2\[C:11](=[O:27])[NH:12][C:13]3[C:18]\2=[C:17]([C:19]#[C:20][C@@H:21]2[CH2:25][CH2:24][CH2:23][NH:22]2)[C:16]([F:26])=[CH:15][CH:14]=3)[NH:7][CH:8]=1)(=[O:3])[CH3:2].[ClH:28]>O1CCOCC1>[ClH:28].[C:1]([C:4]1[CH:5]=[C:6](/[CH:9]=[C:10]2\[C:11](=[O:27])[NH:12][C:13]3[C:18]\2=[C:17]([C:19]#[C:20][C@@H:21]2[CH2:25][CH2:24][CH2:23][NH:22]2)[C:16]([F:26])=[CH:15][CH:14]=3)[NH:7][CH:8]=1)(=[O:3])[CH3:2] |f:3.4|. Procedure: A solution of (S)-(Z)-3-[(4-acetyl-1H-pyrrol-2-yl)methylene]-1,3-dihydro-5-fluoro-4-[(pyrrolidin-2-yl)ethynyl]-2H-indol-2-one (25 mg, 0.07 mmol) (Example 109 above) in dioxane (3 mL) was treated with aqueous HCl under vigorous stirring. (S)-(Z)-3-[(4-Acetyl-1H-pyrrol-2-yl)methylene]-1,3-dihydro-5-fluoro-4-[(pyrrolidin-2-yl)ethynyl]-2H-indol-2-one hydrochloride salt was obtained upon lyophilization of this solution. (Yield 24 mg, 76%). Product: Cl.C(C)(=O)C=1C=C(NC1)\C=C\1/C(NC2=CC=C(C(=C12)C#C[C@H]1NCCC1)F)=O ((S)-(Z)-3-[(4-Acetyl-1H-pyrrol-2-yl)methylene]-1,3-dihydro-5-fluoro-4-[(pyrrolidin-2-yl)ethynyl]-2H-indol-2-one hydrochloride salt). The solvent is N1=CC=CC=C1 (pyridine). Starting materials: ON1C(CCC1=O)=O (N-hydroxysuccinimide), C1=CC2=C(C=C1C(=O)O)C3(C4=C(C=C(C=C4)O)OC5=C3C=CC(=C5)O)OC2=O (carboxyfluorescein), C1(CCCCC1)N=C=NC1CCCCC1 (N,N'-dicyclohexylcarbodiimide), C(C)C(C(=O)O)CCCN (2-ethyl-5-aminopentanoic acid). Procedure details: An active ester of carboxyfluorescein was prepared by dissolving N-hydroxysuccinimide (5 mg), carboxyfluorescein (7.5 mg) and N,N'-dicyclohexylcarbodiimide (20 mg) in 0.5 ml of pyridine. The reaction was allowed to proceed for two hours at room temperature, after which time 2-ethyl-5-aminopentanoic acid (20 mg) was dissolved in the reaction mixture. The resulting mixture was allowed to react overnight in the dark at room temperature and the reaction product was purified twice employing silica ge... Conditions: time 2 hour. Yields the product ester, C1=CC2=C(C=C1C(=O)O)C3(C4=C(C=C(C=C4)O)OC5=C3C=CC(=C5)O)OC2=O (carboxyfluorescein), C(C)C(C(=O)O)CCCN.C1=CC2=C(C=C1C(=O)O)C3(C4=C(C=C(C=C4)O)OC5=C3C=CC(=C5)O)OC2=O (2-ethyl-5-aminopentanoic acid carboxyfluorescein). RXN SMILES: ON1C(=O)CCC1=O.[CH:9]1[C:14]([C:15]([OH:17])=[O:16])=[CH:13][C:12]2[C:18]3([O:34][C:35](=[O:36])[C:11]=2[CH:10]=1)[C:28]1[CH:29]=[CH:30][C:31]([OH:33])=[CH:32][C:27]=1[O:26][C:20]1[CH:21]=[C:22]([OH:25])[CH:23]=[CH:24][C:19]3=1.C1(N=C=NC2CCCCC2)CCCCC1.[CH2:52]([CH:54]([CH2:58][CH2:59][CH2:60][NH2:61])[C:55]([OH:57])=[O:56])[CH3:53]>N1C=CC=CC=1>[CH:9]1[C:14]([C:15]([OH:17])=[O:16])=[CH:13][C:12]2[C:18]3([O:34][C:35](=[O:36])[C:11]=2[CH:10]=1)[C:28]1[CH:29]=[CH:30][C:31]([OH:33])=[CH:32][C:27]=1[O:26][C:20]1[CH:21]=[C:22]([OH:25])[CH:23]=[CH:24][C:19]3=1.[CH2:52]([CH:54]([CH2:58][CH2:59][CH2:60][NH2:61])[C:55]([OH:57])=[O:56])[CH3:53].[CH:9]1[C:14]([C:15]([OH:17])=[O:16])=[CH:13][C:12]2[C:18]3([O:34][C:35](=[O:36])[C:11]=2[CH:10]=1)[C:28]1[CH:29]=[CH:30][C:31]([OH:33])=[CH:32][C:27]=1[O:26][C:20]1[CH:21]=[C:22]([OH:25])[CH:23]=[CH:24][C:19]3=1 |f:6.7|.